Dataset: the Open Reaction Database (ORD), a public repository of structured organic reaction records. Task: describe an organic reaction: reactants, conditions, products, and yield Starting materials: CN1CCNCC1 (1-methylpiperazine), C(#N)C1=CC(=C(C=C1)C=1C=NN(C1O)C1=NC=C(C(=O)O)C=C1)C (6-(4-(4-cyano-2-methylphenyl)-5-hydroxy-1H-pyrazol-1-yl)nicotinic acid), C(=O)O (formic acid). Product: OC1=C(C=NN1C1=NC=C(C=C1)C(=O)N1CCN(CC1)C)C1=C(C=C(C#N)C=C1)C (4-(5-hydroxy-1-(5-(4-methylpiperazine-1-carbonyl)pyridin-2-yl)-1H-pyrazol-4-yl)-3-methylbenzonitrile). RXN SMILES: [CH3:1][N:2]1[CH2:7][CH2:6][NH:5][CH2:4][CH2:3]1.[C:8]([C:10]1[CH:15]=[CH:14][C:13]([C:16]2[CH:17]=[N:18][N:19]([C:22]3[CH:30]=[CH:29][C:25]([C:26]([OH:28])=O)=[CH:24][N:23]=3)[C:20]=2[OH:21])=[C:12]([CH3:31])[CH:11]=1)#[N:9].C(O)=O>>[OH:21][C:20]1[N:19]([C:22]2[CH:30]=[CH:29][C:25]([C:26]([N:5]3[CH2:6][CH2:7][N:2]([CH3:1])[CH2:3][CH2:4]3)=[O:28])=[CH:24][N:23]=2)[N:18]=[CH:17][C:16]=1[C:13]1[CH:14]=[CH:15][C:10]([C:8]#[N:9])=[CH:11][C:12]=1[CH3:31]. Procedure: The title compound was prepared in a manner similar to Example 284 using 1-methylpiperazine and 6-(4-(4-cyano-2-methylphenyl)-5-hydroxy-1H-pyrazol-1-yl)nicotinic acid to give a formic acid salt (22 mg, 0.055 mmol, 43.8%) as a white solid. MS: 403 (M+H). 1H NMR (400 MHz, DMSO-d6) δ ppm 2.32 (s, 3H) 2.43 (s, 3H) 3.28-3.70 (m, 8H) 7.62 (d, J=8.1 Hz, 1H) 7.68 (s, 1H) 7.90 (d, J=8.1 Hz, 1H) 8.02 (dd, J=8.6, 2.3 Hz, 1H) 8.08 (s, 1H) 8.43 (d, J=8.6 Hz, 1H) 8.52 (d, J=2.0 Hz, 1H) 12.74 (br. s., 1H).